Dataset: the Open Reaction Database (ORD), a public repository of structured organic reaction records. Task: describe an organic reaction: reactants, conditions, products, and yield Starting materials: O.NN (Hydrazine hydrate), [OH-].[Na+] (NaOH), ClCC(=O)Cl (chloroacetyl chloride), FC(C(=O)OCC)(F)F (Ethyl trifluoroacetate). The solvent is C(C)#N (acetonitrile). Reaction conditions: temperature 10 celsius, time 1 hour. Yields the product ClCC(=O)NNC(C(F)(F)F)=O (N′-(2-chloroacetyl)-trifluoroacetohydrazide). The yield is 98.3%. As a reaction SMILES: O.[NH2:2][NH2:3].[F:4][C:5]([F:12])([F:11])[C:6]([O:8]CC)=O.[OH-].[Na+].[Cl:15][CH2:16][C:17](Cl)=[O:18]>C(#N)C>[Cl:15][CH2:16][C:17]([NH:2][NH:3][C:6](=[O:8])[C:5]([F:4])([F:11])[F:12])=[O:18] |f:0.1,3.4|. Procedure: Hydrazine hydrate (15 g, 35 wt %) is mixed acetonitrile (22.5 mL) and cooled to about 10° C. Ethyl trifluoroacetate (23.3 g) is added over 1 hour. The resulting solution is warmed to 20° C. and stirred for about 1 hour. The solution is cooled to 0-2° C. 50 wt % aqueous NaOH (7.88 g) and chloroacetyl chloride (22.2 g) are added to the reaction solution simultaneously over 2 hours. The reaction mixture is warmed to 15-18° C. and stirred for about 5 hours. Solvent is distilled off under vacuum at a... The reactants are C(OC(C)(C)C)(OC1=CC(=NN1C1=NC=CC=C1)C1=CC=C(C=C1)C1=CC=C(C=C1)OC)=O (tert-butyl 3-(4′-methoxybiphenyl-4-yl)-1-(pyridin-2-yl)-1H-pyrazol-5-yl carbonate), C(OC1=CC(=NN1C1=NC=CC=C1)C1=CC=C(C=C1)C1=CC=CC=C1)(OC(C)(C)C)=O (3-(biphenyl-4-yl)-1-(pyridin-2-yl)-1H-pyrazol-5-yl tert-butyl carbonate). Product: COC1=CC=C(C=C1)C1=CC=C(C=C1)C1=NN(C(=C1)O)C1=NC=CC=C1 (3-(4′-methoxybiphenyl-4-yl)-1-(pyridin-2-yl)-1H-pyrazol-5-ol). Yield: 62.0%. RXN SMILES: C(=O)([O:7][C:8]1[N:12]([C:13]2[CH:18]=[CH:17][CH:16]=[CH:15][N:14]=2)[N:11]=[C:10]([C:19]2[CH:24]=[CH:23][C:22]([C:25]3[CH:30]=[CH:29][C:28]([O:31][CH3:32])=[CH:27][CH:26]=3)=[CH:21][CH:20]=2)[CH:9]=1)OC(C)(C)C.C(=O)(OC(C)(C)C)OC1N(C2C=CC=CN=2)N=C(C2C=CC(C3C=CC=CC=3)=CC=2)C=1>>[CH3:32][O:31][C:28]1[CH:27]=[CH:26][C:25]([C:22]2[CH:21]=[CH:20][C:19]([C:10]3[CH:9]=[C:8]([OH:7])[N:12]([C:13]4[CH:18]=[CH:17][CH:16]=[CH:15][N:14]=4)[N:11]=3)=[CH:24][CH:23]=2)=[CH:30][CH:29]=1. Reported procedure: The title compound was prepared in the same manner as in Example D-1, except that an equimolar amount of Compound 43 of Example C-17 was used in place of Compound 27 of Example C-1. Starting materials: O=C([O-])O, C1CCOC1, Cc1ccc(-c2ccc3c(c2)C=C(C(=O)Nc2ccc(CCl)cc2)CC3)cc1, [Na+], c1cnc(N2CCNCC2)nc1. Product: Cc1ccc(-c2ccc3c(c2)C=C(C(=O)Nc2ccc(CN4CCN(c5ncccn5)CC4)cc2)CC3)cc1. Reaction SMILES: [C:41](=[O:42])([O-:43])[OH:44].[CH2:46]1[O:47][CH2:48][CH2:49][CH2:50]1.[Cl:1][CH2:2][c:3]1[cH:4][cH:5][c:6]([NH:9][C:10](=[O:11])[C:12]2=[CH:13][c:14]3[cH:15][c:16](-[c:22]4[cH:23][cH:24][c:25]([CH3:28])[cH:26][cH:27]4)[cH:17][cH:18][c:19]3[CH2:20][CH2:21]2)[cH:7][cH:8]1.[Na+:45].[n:29]1[c:30]([N:35]2[CH2:36][CH2:37][NH:38][CH2:39][CH2:40]2)[n:31][cH:32][cH:33][cH:34]1>>[CH2:2]([c:3]1[cH:4][cH:5][c:6]([NH:9][C:10](=[O:11])[C:12]2=[CH:13][c:14]3[cH:15][c:16](-[c:22]4[cH:23][cH:24][c:25]([CH3:28])[cH:26][cH:27]4)[cH:17][cH:18][c:19]3[CH2:20][CH2:21]2)[cH:7][cH:8]1)[N:38]1[CH2:37][CH2:36][N:35]([c:30]2[n:29][cH:34][cH:33][cH:32][n:31]2)[CH2:40][CH2:39]1. Yields the product CCOCCNCCc1ccccc1Br. Starting materials: O=C([O-])[O-], CCOCCN, CS(=O)(=O)OCCc1ccccc1Br, [K+], [K+], C1CCOC1. RXN SMILES: [C:21](=[O:22])([O-:23])[O-:24].[CH2:15]([CH3:16])[O:17][CH2:18][CH2:19][NH2:20].[CH3:1][S:2]([O:3][CH2:6][CH2:7][c:8]1[c:9]([Br:14])[cH:10][cH:11][cH:12][cH:13]1)(=[O:4])=[O:5].[K+:25].[K+:26].[O:27]1[CH2:28][CH2:29][CH2:30][CH2:31]1>>[CH2:6]([CH2:7][c:8]1[c:9]([Br:14])[cH:10][cH:11][cH:12][cH:13]1)[NH:20][CH2:19][CH2:18][O:17][CH2:15][CH3:16]. Starting materials: CC1=CC=C(C=C1)S(=O)(=O)OCCCN(C(=O)OC(C)(C)C)C1=CC=C(C=C1)C1=CC=NC=2N1C1=C(N2)C=CC=C1 (3-((4-(benzo[4,5]imidazo[1,2-a]pyrimidin-4-yl)phenyl)(tert-butoxycarbonyl)amino)propyl 4-methylbenzenesulfonate), [N-]=[N+]=[N-].[Na+] (NaN3). Run in CN(C)C=O (DMF). Reaction conditions: time 2 hour. Product: N(=[N+]=[N-])CCCN(C(OC(C)(C)C)=O)C1=CC=C(C=C1)C1=CC=NC=2N1C1=C(N2)C=CC=C1 (tert-Butyl (3-azidopropyl)(4-(benzo[4,5]imidazo[1,2-a]pyrimidin-4-yl)phenyl)carbamate). Reaction SMILES: CC1C=CC(S(O[CH2:12][CH2:13][CH2:14][N:15]([C:23]2[CH:28]=[CH:27][C:26]([C:29]3[N:34]4[C:35]5[CH:41]=[CH:40][CH:39]=[CH:38][C:36]=5[N:37]=[C:33]4[N:32]=[CH:31][CH:30]=3)=[CH:25][CH:24]=2)[C:16]([O:18][C:19]([CH3:22])([CH3:21])[CH3:20])=[O:17])(=O)=O)=CC=1.[N-:42]=[N+:43]=[N-:44].[Na+]>CN(C=O)C>[N:42]([CH2:12][CH2:13][CH2:14][N:15]([C:23]1[CH:24]=[CH:25][C:26]([C:29]2[N:34]3[C:35]4[CH:41]=[CH:40][CH:39]=[CH:38][C:36]=4[N:37]=[C:33]3[N:32]=[CH:31][CH:30]=2)=[CH:27][CH:28]=1)[C:16](=[O:17])[O:18][C:19]([CH3:22])([CH3:21])[CH3:20])=[N+:43]=[N-:44] |f:1.2|. Procedure details: To a solution of 3-((4-(benzo[4,5]imidazo[1,2-a]pyrimidin-4-yl)phenyl)(tert-butoxycarbonyl)amino)propyl 4-methylbenzenesulfonate (130 mg, 0.23 mmol) in DMF (2 mL) was added NaN3 (83 mg, 1.3 mmol). The mixture as stirred at rt for 2 h and concentrated under reduced pressure to remove volatiles. The residue was taken up to DCM (50 mL) and washed with water (2×50 mL) and dried over MgSO4 and concentrated to afford the title compound as a yellow solid. The product was used directly for the next reac... Reactants: C(C#C)(=O)OCC (ethyl propiolate), CC1=CC(=C(C=O)C=C1C)[N+](=O)[O-] (4, 5-dimethyl-2-nitrobenzaldehyde), C(C)(=O)O (acetic acid), C(CCC)[Li] (butyllithium), C(C)(C)NC(C)C (diisopropylamine). Run in O1CCCC1 (tetrahydrofuran), O1CCCC1 (tetrahydrofuran), O (water), O1CCCC1 (tetrahydrofuran), O1CCCC1 (tetrahydrofuran). Conditions: time 30 minute. The product is OC(C#CC(=O)OCC)C1=C(C=C(C(=C1)C)C)[N+](=O)[O-] (ethyl 4-hydroxy-4-(4,5-dimethyl-2-nitrophenyl)-2-butynoate). Yield: 108.4%. Reaction SMILES: C([Li])CCC.C(NC(C)C)(C)C.[C:13]([O:17][CH2:18][CH3:19])(=[O:16])[C:14]#[CH:15].[CH3:20][C:21]1[C:28]([CH3:29])=[CH:27][C:24]([CH:25]=[O:26])=[C:23]([N+:30]([O-:32])=[O:31])[CH:22]=1.C(O)(=O)C>O1CCCC1.O>[OH:26][CH:25]([C:24]1[CH:27]=[C:28]([CH3:29])[C:21]([CH3:20])=[CH:22][C:23]=1[N+:30]([O-:32])=[O:31])[C:15]#[C:14][C:13]([O:17][CH2:18][CH3:19])=[O:16]. Procedure: 1.5N butyllithium (15.8 ml, 24.88 mmole) was added under the argon atmosphere to a solution of diisopropylamine (3.66 ml, 26.1 mmole) in tetrahydrofuran (50 ml) at -78° C., and the mixture was stirred for 30 minutes. To the reaction mixture were next added a solution of ethyl propiolate (2.20 ml, 21.71 mmole) in tetrahydrofuran (10 ml) and a solution of 4, 5-dimethyl-2-nitrobenzaldehyde (2.60 g, 14.51 mmole) in tetrahydrofuran (20 ml) in this sequence, and the reaction mixture was stirred at -78...